From a dataset of the Open Reaction Database (ORD), a public repository of structured organic reaction records. describe an organic reaction: reactants, conditions, products, and yield Starting materials: C1=C(CCC2=CC=CC=C12)CN1CCC2(C(N=CN2)=O)CC1 (8-[(3,4-dihydro-2-naphthalenyl)methyl]-1,3,8-triazaspiro[4.5]dec-2-en-4-one), [H-].[Al+3].[Li+].[H-].[H-].[H-] (lithium aluminum hydride), O (water), [OH-].[Na+] (sodium hydroxide), O (water). The solvent is O1CCCC1 (tetrahydrofuran), O1CCCC1 (tetrahydrofuran). Run at time 30 minute. Yields the product C1=C(CCC2=CC=CC=C12)CN1CCC2(C(NCN2C2=CC=CC=C2)=O)CC1 (8-[(3,4-Dihydro-2-naphthalenyl)methyl]-1-phenyl-1,3,8-triazaspiro[4.5]decan-4-one). Reaction SMILES: [CH:1]1[C:10]2[C:5](=[CH:6][CH:7]=[CH:8][CH:9]=2)[CH2:4][CH2:3][C:2]=1[CH2:11][N:12]1[CH2:22][CH2:21][C:15]2([NH:19][CH:18]=[N:17][C:16]2=[O:20])[CH2:14][CH2:13]1.[H-].[Al+3].[Li+].[H-].[H-].[H-].O.[OH-].[Na+]>O1CCCC1>[CH:1]1[C:10]2[C:5](=[CH:6][CH:7]=[CH:8][CH:9]=2)[CH2:4][CH2:3][C:2]=1[CH2:11][N:12]1[CH2:22][CH2:21][C:15]2([N:19]([C:1]3[CH:10]=[CH:5][CH:4]=[CH:3][CH:2]=3)[CH2:18][NH:17][C:16]2=[O:20])[CH2:14][CH2:13]1 |f:1.2.3.4.5.6,8.9|. Reported procedure: A solution of 8-[(3,4-dihydro-2-naphthalenyl)methyl]-1,3,8-triazaspiro[4.5]dec-2-en-4-one (5.0 g) in dry tetrahydrofuran (30 ml) is added dropwise to a slurry of lithium aluminum hydride (0.5 g) in tetrahydrofuran (60 ml). The resulting mixture is refluxed under nitrogen for 16 hours. The reaction mixture is cooled and treated, in order, with water (0.6 ml), 15% sodium hydroxide solution (0.6 ml), and water (1.8 ml). The resulting mixture is stirred for 30 minutes. The mixture is filtered and th...